Dataset: the Open Reaction Database (ORD), a public repository of structured organic reaction records. Task: describe an organic reaction: reactants, conditions, products, and yield Reactants: C(C)C1=C(NC2=NC=CN=C21)C2=CC=C(C=C2)CC=O (2-[4-(7-Ethyl-5H-pyrrolo[2,3-b]pyrazin-6-yl)phenyl]ethanone), C[Mg]Cl (methylmagnesium chloride), C(C)(=O)OCC.CCCCCCC (ethyl acetate n-heptane). Solvent: O1CCCC1 (tetrahydrofuran), O1CCCC1 (tetrahydrofuran). Run at time 1 hour. Product: C(C)C1=C(NC2=NC=CN=C21)C2=CC=C(C=C2)C(C)(C)O (2-[4-(7-ethyl-5H-pyrrolo[2,3-b]pyrazin-6-yl)phenyl]propan-2-ol). The yield is 109.0%. Reaction SMILES: C[Mg]Cl.[CH2:4]([C:6]1[C:14]2[C:9](=[N:10][CH:11]=[CH:12][N:13]=2)[NH:8][C:7]=1[C:15]1[CH:20]=[CH:19][C:18](CC=O)=[CH:17][CH:16]=1)[CH3:5].C([O:27][CH2:28][CH3:29])(=O)C.[CH3:30]CCCCCC>O1CCCC1>[CH2:4]([C:6]1[C:14]2[C:9](=[N:10][CH:11]=[CH:12][N:13]=2)[NH:8][C:7]=1[C:15]1[CH:20]=[CH:19][C:18]([C:28]([OH:27])([CH3:29])[CH3:30])=[CH:17][CH:16]=1)[CH3:5] |f:2.3|. Procedure: To a cooled (˜5° C.) solution of methylmagnesium chloride (3M in THF; 81.3 mL, 244 mmol, 10 equiv.) in tetrahydrofuran (116 mL), was added a solution of compound 4 (6.5 g, 24.4 mmol) in tetrahydrofuran (348 mL) drop-wise, over ninety minutes, keeping the temperature at about 0° C. by the rate of addition. A bright yellow solution was observed on addition. After one hour, TLC (ethyl acetate/n-heptane 1/1) showed no starting material present and a new spot moving at a lower Rf. The batch was quenc... The reactants are [OH-].[Na+] (sodium hydroxide), SCCCNC(C)=O (N-(3-Mercaptopropyl)acetamide), ClC(=C[N+](=O)[O-])Cl (1,1-dichloro-2-nitroethene), Cl (hydrochloric acid), [Cl-].[Na+] (sodium chloride). The solvent is CO (methanol), CO (methanol), CO (methanol). Conditions: time 20 minute. The product is ClC(=C[N+](=O)[O-])SCCCNC(C)=O (N-(3-(1-Chloro-2-nitroethenylthio)propyl)acetamide). RXN SMILES: [OH-].[Na+].[SH:3][CH2:4][CH2:5][CH2:6][NH:7][C:8](=[O:10])[CH3:9].[Cl:11][C:12](Cl)=[CH:13][N+:14]([O-:16])=[O:15].Cl.[Cl-].[Na+]>CO>[Cl:11][C:12]([S:3][CH2:4][CH2:5][CH2:6][NH:7][C:8](=[O:10])[CH3:9])=[CH:13][N+:14]([O-:16])=[O:15] |f:0.1,5.6|. Procedure: A solution of 0.12 g of sodium hydroxide in 5 ml of methanol was added over 10 minutes to a solution of 0.40 g of 1 in 5 ml of methanol. Then a solution of 0.95 g of 1,1-dichloro-2-nitroethene (13A) in 5 ml of methanol was added over 20 minutes, at 0° C. The mixture then was stirred for 20 minutes and poured into 2% hydrochloric acid saturated with sodium chloride. The resulting mixture was extracted with methylene chloride, the solvent was evaporated and the residue was purified over silica gel... Reactants: CC1=CC=C(C=C1)C1=NC2=CC=CC=C2C(=N1)C(=O)O (2-(4-methylphenyl)quinazoline-4-carboxylic acid), Cl.OC1=C2CCNCC2=CC=C1C (5-hydroxy-6-methyl-1,2,3,4-tetrahydroisoquinoline hydrochloride). Product: CC1=CC=C(C=C1)C1=NC2=CC=CC=C2C(=N1)C(=O)N1CC2=CC=C(C(=C2CC1)O)C (2-[[2-(4-methylphenyl)quinazolin-4-yl]carbonyl]-5-hydroxy-6-methyl-1,2,3,4-tetrahydroisoquinoline). Yield: 30.0%. Reaction SMILES: [CH3:1][C:2]1[CH:7]=[CH:6][C:5]([C:8]2[N:17]=[C:16]([C:18]([OH:20])=O)[C:15]3[C:10](=[CH:11][CH:12]=[CH:13][CH:14]=3)[N:9]=2)=[CH:4][CH:3]=1.Cl.[OH:22][C:23]1[C:32]([CH3:33])=[CH:31][CH:30]=[C:29]2[C:24]=1[CH2:25][CH2:26][NH:27][CH2:28]2>>[CH3:1][C:2]1[CH:3]=[CH:4][C:5]([C:8]2[N:17]=[C:16]([C:18]([N:27]3[CH2:26][CH2:25][C:24]4[C:29](=[CH:30][CH:31]=[C:32]([CH3:33])[C:23]=4[OH:22])[CH2:28]3)=[O:20])[C:15]3[C:10](=[CH:11][CH:12]=[CH:13][CH:14]=3)[N:9]=2)=[CH:6][CH:7]=1 |f:1.2|. Procedure: Reaction of 2-(4-methylphenyl)quinazoline-4-carboxylic acid with 5-hydroxy-6-methyl-1,2,3,4-tetrahydroisoquinoline hydrochloride gave compound 16 (30% yield) as a white solid. 1H NMR (300 MHz, CDCl3) δ 2.25 and 2.28 (2s, 3H), 2.48 (s, 3H), 2.81 and 3.05 (2t, 2H), 3.60 and 4.23 (2t, 2H), 4.50 and 5.09 (2s, 2H), 6.36-6.92 (m, 2H), 7.08 (2d, 1H), 7.37-7.64 (m, 3H), 7.97-8.06 (m, 2H), 8.37 (m, 1H), 8.60 (m, 2H); MS (ESI) m/z 410 ([M+H]+). Isolated yield 77.6%. As a reaction SMILES: N[C:2]1[C:3]([Cl:18])=[C:4]([NH:8][C:9](=[O:17])[C@:10]([OH:16])([CH3:15])[C:11]([F:14])([F:13])[F:12])[CH:5]=[CH:6][CH:7]=1.N([O-])=O.[Na+].[I-:23].[K+].CCOC(C)=O>S(=O)(=O)(O)O.O>[I:23][C:2]1[C:3]([Cl:18])=[C:4]([NH:8][C:9](=[O:17])[C@:10]([OH:16])([CH3:15])[C:11]([F:14])([F:13])[F:12])[CH:5]=[CH:6][CH:7]=1 |f:1.2,3.4|. Run at time 1 hour. Procedure: To a cooled solution of (R)-N-[3-amino-2-chlorophenyl]-2-hydroxy-2-methyl-3,3,3-trifluoropropanamide (Method 32) (12.5 g) in concentrated sulphuric acid (25 ml) and water (70 ml) was added a solution of sodium nitrite (3.15 g) in water (70 ml) dropwise. The reaction mixture was allowed to stir for 10 minutes and for 1 hour at ambient temperature. A solution of potassium iodide (22.2 g) in water (70 ml) was added cautiously and the mixture was heated to 100° C. for 2.5 hours. The reaction mixture... Run in S(O)(O)(=O)=O (sulphuric acid), O (water), O (water), O (water). The reactants are NC=1C(=C(C=CC1)NC([C@@](C(F)(F)F)(C)O)=O)Cl ((R)-N-[3-amino-2-chlorophenyl]-2-hydroxy-2-methyl-3,3,3-trifluoropropanamide), N(=O)[O-].[Na+] (sodium nitrite), CCOC(=O)C (EtOAc), [I-].[K+] (potassium iodide). Yields the product IC=1C(=C(C=CC1)NC([C@@](C(F)(F)F)(C)O)=O)Cl ((R)-N-[3-Iodo-2-chlorophenyl]-2-hydroxy-2-methyl-3,3,3-trifluoropropanamide). Starting materials: solution, C[Si](C)(C)[N-][Si](C)(C)C.[Li+] (lithium bis(trimethylsilyl)amide), OC(CNCCC1=CC=C(C=C1)NS(=O)(=O)C1=CC=C(C=C1)C1=NOC(=N1)[C@@H](C1=CC=C(C=C1)C(F)(F)F)F)C=1C=NC=CC1 ((R)-N-[4-[2-[[2-Hydroxy-2-(pyridin-3-yl)ethyl]amino]ethyl]phenyl]-4-[5-[1-fluoro-1-(4-trifluoromethylphenyl)methyl]-[1,2,4]-oxadiazol-3-yl]benzenesulfonamide), CI (Methyl iodide), [NH4+].[Cl-] (NH4Cl). Run in C1CCOC1 (THF), C1CCOC1 (THF). Run at temperature -78 celsius, time 10 minute. Yields the product ethyl acetate-hexanes, OC(CNCCC1=CC=C(C=C1)NS(=O)(=O)C1=CC=C(C=C1)C1=NOC(=N1)[C@H](C)C1=CC=C(C=C1)C(F)(F)F)C=1C=NC=CC1 ((R)-N-[4-[2-[[2-Hydroxy-2-(pyridin-3-yl)ethyl]amino]ethyl]phenyl]-4-[5-[1-(4-trifluoromethylphenyl)-1-ethyl]-[1,2,4]-oxadiazol-3-yl]benzenesulfonamide). Isolated yield 20.1%. As a reaction SMILES: C[Si]([N-][Si](C)(C)C)(C)C.[Li+].[OH:11][CH:12]([C:50]1[CH:51]=[N:52][CH:53]=[CH:54][CH:55]=1)[CH2:13][NH:14][CH2:15][CH2:16][C:17]1[CH:22]=[CH:21][C:20]([NH:23][S:24]([C:27]2[CH:32]=[CH:31][C:30]([C:33]3[N:37]=[C:36]([C@H:38](F)[C:39]4[CH:44]=[CH:43][C:42]([C:45]([F:48])([F:47])[F:46])=[CH:41][CH:40]=4)[O:35][N:34]=3)=[CH:29][CH:28]=2)(=[O:26])=[O:25])=[CH:19][CH:18]=1.[CH3:56]I.[NH4+].[Cl-]>C1COCC1>[OH:11][CH:12]([C:50]1[CH:51]=[N:52][CH:53]=[CH:54][CH:55]=1)[CH2:13][NH:14][CH2:15][CH2:16][C:17]1[CH:22]=[CH:21][C:20]([NH:23][S:24]([C:27]2[CH:32]=[CH:31][C:30]([C:33]3[N:37]=[C:36]([C@@H:38]([C:39]4[CH:44]=[CH:43][C:42]([C:45]([F:47])([F:46])[F:48])=[CH:41][CH:40]=4)[CH3:56])[O:35][N:34]=3)=[CH:29][CH:28]=2)(=[O:26])=[O:25])=[CH:19][CH:18]=1 |f:0.1,4.5|. Procedure: A 1.0M solution of lithium bis(trimethylsilyl)amide in THF (2.02 mL, 2.02 mmol) was added to a stirred solution of the ester from Example 110, Step A (400 mg, 1.83 mmol) in THF (8 ml) at -78° C. The solution was stirred at -78° C. for 10 min. Methyl iodide (120 μL, 1.93 mmol) was added. The solution was allowed to warm slowly to RT over 12 h. Saturated NH4Cl solution was added and the mixture extracted with diethyl ether (3×). The combined organic phase was washed with water (2×), brine, dried (... Reactants: Cl (hydrochloric acid), ClC1=CC=C(C=C1)CC#N (4-chlorophenylacetonitriie), OC=1C=C(C=O)C=CC1O (3,4-dihydroxybenzaldehyde), N1CCCCC1 (piperidine). Run in C(C)O (ethanol). Product: C(#N)C(C1=CC=C(C=C1)Cl)=CC1=CC(=C(C=C1)O)O (α-cyano-4-chloro-3',4'-dihydroxystilbene). Isolated yield 67.6%. RXN SMILES: [Cl:1][C:2]1[CH:7]=[CH:6][C:5]([CH2:8][C:9]#[N:10])=[CH:4][CH:3]=1.[OH:11][C:12]1[CH:13]=[C:14]([CH:17]=[CH:18][C:19]=1[OH:20])[CH:15]=O.N1CCCCC1.Cl>C(O)C>[C:9]([C:8](=[CH:15][C:14]1[CH:17]=[CH:18][C:19]([OH:20])=[C:12]([OH:11])[CH:13]=1)[C:5]1[CH:6]=[CH:7][C:2]([Cl:1])=[CH:3][CH:4]=1)#[N:10]. Procedure details: To a mixture of 758 mg (5.00 mmole) of 4-chlorophenylacetonitriie (purchased from Tokyo Kasei), 691 mg (5.00 mmole) of 3,4-dihydroxybenzaldehyde (purchased from Tokyo Kasei) and 10 ml of ethanol (purchased from Kokusan Kagaku) were added 0.54 ml of piperidine (purchased from Wako Junyaku Kogyo), the mixture was refluxed with heating for 6 hours and air-cooled, the reaction product was added to 100 ml of 1N hydrochloric acid, and deposits were filtered, washed with water, dissolved in ethyl aceta... The reactants are CN(C)C=O, [H-], CC(C)I, Cc1cc(C)c(-c2cn(C)c3nc(N)[nH]c(=O)c23)c(C)c1, [Na+], O. Product: Cc1cc(C)c(-c2cn(C)c3nc(N)n(C(C)C)c(=O)c23)c(C)c1. As a reaction SMILES: [CH3:22][N:23]([CH3:24])[CH:25]=[O:26].[H-:27].[I:29][CH:30]([CH3:31])[CH3:32].[NH2:1][c:2]1[nH:3][c:4](=[O:21])[c:5]2[c:6]([n:7]1)[n:8]([CH3:20])[cH:9][c:10]2-[c:11]1[c:12]([CH3:19])[cH:13][c:14]([CH3:18])[cH:15][c:16]1[CH3:17].[Na+:28].[OH2:33]>>[NH2:1][c:2]1[n:3]([CH:30]([CH3:31])[CH3:32])[c:4](=[O:21])[c:5]2[c:6]([n:7]1)[n:8]([CH3:20])[cH:9][c:10]2-[c:11]1[c:12]([CH3:19])[cH:13][c:14]([CH3:18])[cH:15][c:16]1[CH3:17]. Starting materials: C1(=CC=CC=C1)C=1NC2=CC=CC=C2C1CCC1CCNCC1 (4-[2-(2-phenyl-3-indolyl)-ethyl]-piperidine), Cl (hydrochloride), C(Cl)(Cl)Cl (chloroform), [OH-].[Na+] (sodium hydroxide). The reagents and catalysts are [Cl-].C(C)[N+](CC1=CC=CC=C1)(CC)CC (triethylbenzylammonium chloride). Run in O (water). Yields the product C1(=CC=CC=C1)C1=NC2=CC=CC=C2C(=C1Cl)CCC1CCNCC1 (2-phenyl-3-chloro-4-[2-(4-piperidyl)-ethyl]-quinoline). Reaction SMILES: [C:1]1([C:7]2[NH:8][C:9]3[C:14]([C:15]=2[CH2:16][CH2:17][CH:18]2[CH2:23][CH2:22][NH:21][CH2:20][CH2:19]2)=[CH:13][CH:12]=[CH:11][CH:10]=3)[CH:6]=[CH:5][CH:4]=[CH:3][CH:2]=1.[OH-].[Na+].Cl.[CH:27]([Cl:30])(Cl)Cl>[Cl-].C([N+](CC)(CC)CC1C=CC=CC=1)C.O>[C:1]1([C:7]2[C:27]([Cl:30])=[C:15]([CH2:16][CH2:17][CH:18]3[CH2:19][CH2:20][NH:21][CH2:22][CH2:23]3)[C:14]3[C:9](=[CH:10][CH:11]=[CH:12][CH:13]=3)[N:8]=2)[CH:2]=[CH:3][CH:4]=[CH:5][CH:6]=1 |f:1.2,5.6|. Procedure: The operation is as in Example 1, but starting from 12 g of 4-[2-(2-phenyl-3-indolyl)-ethyl]-piperidine and 0.2 g of triethylbenzylammonium chloride in 110 ml of chloroform and 12 g of sodium hydroxide in 24 ml of water. 1.05 g of 2-phenyl-3-chloro-4-[2-(4-piperidyl)-ethyl]-quinoline are finally obtained in the form of the hydrochloride melting at 233° C.